This data is from the Open Reaction Database (ORD), a public repository of structured organic reaction records. The task is: describe an organic reaction: reactants, conditions, products, and yield The reactants are CC#N, S=C(NC1CCCCC1)NC1CCCCC1, ClCC1=CSC2=NCCN12. Product: C1=C(CSC(=NC2CCCCC2)NC2CCCCC2)N2CCN=C2S1. As a reaction SMILES: [CH3:27][C:28]#[N:29].[CH:1]1([NH:7][C:8](=[S:9])[NH:10][CH:11]2[CH2:12][CH2:13][CH2:14][CH2:15][CH2:16]2)[CH2:2][CH2:3][CH2:4][CH2:5][CH2:6]1.[Cl:17][CH2:18][C:19]1=[CH:23][S:22][C:21]2=[N:24][CH2:25][CH2:26][N:20]12>>[CH:1]1([N:7]=[C:8]([S:9][CH2:18][C:19]2=[CH:23][S:22][C:21]3=[N:24][CH2:25][CH2:26][N:20]23)[NH:10][CH:11]2[CH2:12][CH2:13][CH2:14][CH2:15][CH2:16]2)[CH2:2][CH2:3][CH2:4][CH2:5][CH2:6]1. Starting materials: O=C(c1ncc[nH]1)c1ncc[nH]1, [H-], [Li+], [Na+], [OH-], c1c[n-]cn1, O=C(O)C1CS[SH](c2cccnc2)C1, c1ccc2[nH]ccc2c1. The product is O=C(C1CS[SH](c2cccnc2)C1)n1ccc2ccccc21. Reaction SMILES: [C:22]([c:23]1[nH:24][cH:25][cH:26][n:27]1)([c:28]1[nH:29][cH:30][cH:31][n:32]1)=[O:33].[H-:43].[Li+:15].[Na+:44].[OH-:16].[cH:17]1[n:18][cH:19][n-:20][cH:21]1.[n:1]1[cH:2][c:3]([SH:7]2[S:8][CH2:9][CH:10]([C:12](=[O:13])[OH:14])[CH2:11]2)[cH:4][cH:5][cH:6]1.[nH:34]1[cH:35][cH:36][c:37]2[cH:38][cH:39][cH:40][cH:41][c:42]12>>[n:1]1[cH:2][c:3]([SH:7]2[S:8][CH2:9][CH:10]([C:12](=[O:14])[n:34]3[cH:35][cH:36][c:37]4[cH:38][cH:39][cH:40][cH:41][c:42]34)[CH2:11]2)[cH:4][cH:5][cH:6]1.